This data is from the Open Reaction Database (ORD), a public repository of structured organic reaction records. The task is: describe an organic reaction: reactants, conditions, products, and yield The product is COC(=O)C1(Sc2cc(NC(=O)CC(CC(=O)O)C(F)(F)F)c(F)cc2Cl)CCC1. RXN SMILES: [CH3:13][O:14][C:15](=[O:16])[C:17]1([S:21][c:22]2[c:23]([Cl:30])[cH:24][c:25]([F:29])[c:26]([NH2:28])[cH:27]2)[CH2:18][CH2:19][CH2:20]1.[F:1][C:2]([CH:3]1[CH2:4][C:5](=[O:6])[O:7][C:8](=[O:10])[CH2:9]1)([F:11])[F:12].[cH:31]1[cH:32][cH:33][cH:34][cH:35][cH:36]1>>[F:1][C:2]([CH:3]([CH2:4][C:5](=[O:6])[OH:7])[CH2:9][C:8](=[O:10])[NH:28][c:26]1[c:25]([F:29])[cH:24][c:23]([Cl:30])[c:22]([S:21][C:17]2([C:15]([O:14][CH3:13])=[O:16])[CH2:18][CH2:19][CH2:20]2)[cH:27]1)([F:11])[F:12]. Reactants: COC(=O)C1(Sc2cc(N)c(F)cc2Cl)CCC1, O=C1CC(C(F)(F)F)CC(=O)O1, c1ccccc1. The reactants are CC(C)(C)OC(=O)N1CCN(c2ccc(C#N)c(F)c2)CC1, CO, Cl. Yields the product N#Cc1ccc(N2CCNCC2)cc1F. As a reaction SMILES: [C:1]([O:2][C:3](=[O:4])[N:8]1[CH2:9][CH2:10][N:11]([c:14]2[cH:15][c:16]([F:22])[c:17]([C:20]#[N:21])[cH:18][cH:19]2)[CH2:12][CH2:13]1)([CH3:5])([CH3:6])[CH3:7].[CH3:24][OH:25].[ClH:23]>>[NH:8]1[CH2:9][CH2:10][N:11]([c:14]2[cH:15][c:16]([F:22])[c:17]([C:20]#[N:21])[cH:18][cH:19]2)[CH2:12][CH2:13]1. The reactants are O1C(=CC=C1)P(C=1OC=CC1)C=1OC=CC1 (tri(2-furyl)phosphine), BrCCBr (1,2-dibromoethane), IC1=CC=C(C(=O)OC)C=C1 (methyl 4-iodobenzoate), IC1CN(C1)C(=O)OCCCC (butyl 3-iodoazetidine-1-carboxylate), C[Si](C)(C)Cl (TMSCl), teflon. The reagents and catalysts are C=1C=CC(=CC1)/C=C/C(=O)/C=C/C2=CC=CC=C2.C=1C=CC(=CC1)/C=C/C(=O)/C=C/C2=CC=CC=C2.C=1C=CC(=CC1)/C=C/C(=O)/C=C/C2=CC=CC=C2.[Pd].[Pd] (tris(dibenzylideneacetone)dipalladium), [Zn] (zinc). Solvent: C1CCOC1 (THF), CCOC(=O)C (EtOAc), C1CCOC1 (THF), C1CCOC1 (THF), C(=O)(O)[O-].[Na+] (NaHCO3), C1CCOC1 (THF). Conditions: temperature 65 celsius, time 10 minute. Product: COC(=O)C1=CC=C(C=C1)C1CN(C1)C(=O)OCCCC (Butyl 3-(4-(methoxycarbonyl)phenyl)azetidine-1-carboxylate). RXN SMILES: BrCCBr.C[Si](Cl)(C)C.I[CH:11]1[CH2:14][N:13]([C:15]([O:17][CH2:18][CH2:19][CH2:20][CH3:21])=[O:16])[CH2:12]1.O1C=CC=C1P(C1OC=CC=1)C1OC=CC=1.I[C:39]1[CH:48]=[CH:47][C:42]([C:43]([O:45][CH3:46])=[O:44])=[CH:41][CH:40]=1>C1COCC1.CCOC(C)=O.C([O-])(O)=O.[Na+].[Zn].C1C=CC(/C=C/C(/C=C/C2C=CC=CC=2)=O)=CC=1.C1C=CC(/C=C/C(/C=C/C2C=CC=CC=2)=O)=CC=1.C1C=CC(/C=C/C(/C=C/C2C=CC=CC=2)=O)=CC=1.[Pd].[Pd]>[CH3:46][O:45][C:43]([C:42]1[CH:47]=[CH:48][C:39]([CH:11]2[CH2:14][N:13]([C:15]([O:17][CH2:18][CH2:19][CH2:20][CH3:21])=[O:16])[CH2:12]2)=[CH:40][CH:41]=1)=[O:44] |f:7.8,10.11.12.13.14|. Procedure: An oven dried glass vial was charged with zinc powder (120 mg, 1.837 mmol). THF (0.5 mL) was added, followed by 1,2-dibromoethane (15 μL, 0.17 mmol), and the resulting mixture was placed in a pre-heated (65° C.) oil bath. After 10 min, the mixture was allowed to cool to room temperature, TMSCl (18 μL, 0.141 mmol) was added, and the resulting mixture was stirred at room temperature. After 30 min, a solution of tent-butyl 3-iodoazetidine-1-carboxylate (400 mg, 1.41 mmol) in THF (1 mL) was added, a...